From a dataset of the Open Reaction Database (ORD), a public repository of structured organic reaction records. describe an organic reaction: reactants, conditions, products, and yield The reactants are CCOC(=O)c1ccc(Oc2ccc(F)cc2F)cc1, O, O=[N+]([O-])O, O=S(=O)(O)O. The product is CCOC(=O)c1ccc(Oc2cc([N+](=O)[O-])c(F)cc2F)cc1. Reaction SMILES: [F:1][c:2]1[c:3]([O:4][c:5]2[cH:6][cH:7][c:8]([C:9](=[O:10])[O:11][CH2:12][CH3:13])[cH:14][cH:15]2)[cH:16][cH:17][c:18]([F:20])[cH:19]1.[OH2:25].[OH:21][N+:22]([O-:23])=[O:24].[S:26](=[O:27])(=[O:28])([OH:29])[OH:30]>>[F:1][c:2]1[c:3]([O:4][c:5]2[cH:6][cH:7][c:8]([C:9](=[O:10])[O:11][CH2:12][CH3:13])[cH:14][cH:15]2)[cH:16][c:17]([N+:22](=[O:21])[O-:23])[c:18]([F:20])[cH:19]1. Reaction SMILES: [Br:37][CH2:38][CH2:39][c:40]1[cH:41][cH:42][c:43]([O:46][CH3:47])[cH:44][cH:45]1.[C:26](=[O:27])([O-:28])[O-:29].[CH3:48][c:49]1[cH:50][cH:51][cH:52][cH:53][cH:54]1.[CH3:55][CH2:56][O:57][C:58](=[O:59])[CH3:60].[F:1][c:2]1[cH:3][cH:4][c:5]([CH2:8][n:9]2[c:10]([C:18](=[O:19])[CH:20]3[CH2:21][CH2:22][NH:23][CH2:24][CH2:25]3)[n:11][c:12]3[c:13]2[cH:14][cH:15][cH:16][cH:17]3)[cH:6][cH:7]1.[K+:30].[K+:31].[O:32]=[CH:33][N:34]([CH3:35])[CH3:36].[OH2:61]>>[F:1][c:2]1[cH:3][cH:4][c:5]([CH2:8][n:9]2[c:10]([C:18](=[O:19])[CH:20]3[CH2:21][CH2:22][N:23]([CH2:38][CH2:39][c:40]4[cH:41][cH:42][c:43]([O:46][CH3:47])[cH:44][cH:45]4)[CH2:24][CH2:25]3)[n:11][c:12]3[c:13]2[cH:14][cH:15][cH:16][cH:17]3)[cH:6][cH:7]1. The reactants are COc1ccc(CCBr)cc1, O=C([O-])[O-], Cc1ccccc1, CCOC(C)=O, O=C(c1nc2ccccc2n1Cc1ccc(F)cc1)C1CCNCC1, [K+], [K+], CN(C)C=O, O. Product: COc1ccc(CCN2CCC(C(=O)c3nc4ccccc4n3Cc3ccc(F)cc3)CC2)cc1. The reactants are ClC1=C2C(=NC=C1)N(C(=C2)C2=CN(C1=CC(=C(C=C21)OC)OC)CCI)S(=O)(=O)C2=CC=C(C=C2)C (4-chloro-2-[1-(2-iodoethyl)-5,6-dimethoxy-1H-indol-3-yl]-1-(toluene-4-sulfonyl)-1H-pyrrolo[2,3-b]pyridine), C([O-])([O-])=O.[K+].[K+] (potassium carbonate), N1CCC(CC1)CCO (2-piperidin-4-ylethanol), C([O-])([O-])=O.[K+].[K+] (potassium carbonate), N1CCC(CC1)CCO (2-piperidin-4-ylethanol). The solvent is C(C)#N (acetonitrile). Run at time 2 hour. Product: ClC1=C2C(=NC=C1)N(C(=C2)C2=CN(C1=CC(=C(C=C21)OC)OC)CCN2CCC(CC2)CCO)S(=O)(=O)C2=CC=C(C=C2)C (2-[1-(2-{3-[4-chloro-1-(toluene-4-sulfonyl)-1H-pyrrolo[2,3-b]pyridin-2-yl]-5,6-dimethoxyindol-1-yl}ethyl)piperidin-4-yl]ethanol). The yield is 57.0%. RXN SMILES: [Cl:1][C:2]1[CH:7]=[CH:6][N:5]=[C:4]2[N:8]([S:27]([C:30]3[CH:35]=[CH:34][C:33]([CH3:36])=[CH:32][CH:31]=3)(=[O:29])=[O:28])[C:9]([C:11]3[C:19]4[C:14](=[CH:15][C:16]([O:22][CH3:23])=[C:17]([O:20][CH3:21])[CH:18]=4)[N:13]([CH2:24][CH2:25]I)[CH:12]=3)=[CH:10][C:3]=12.C(=O)([O-])[O-].[K+].[K+].[NH:43]1[CH2:48][CH2:47][CH:46]([CH2:49][CH2:50][OH:51])[CH2:45][CH2:44]1>C(#N)C>[Cl:1][C:2]1[CH:7]=[CH:6][N:5]=[C:4]2[N:8]([S:27]([C:30]3[CH:35]=[CH:34][C:33]([CH3:36])=[CH:32][CH:31]=3)(=[O:29])=[O:28])[C:9]([C:11]3[C:19]4[C:14](=[CH:15][C:16]([O:22][CH3:23])=[C:17]([O:20][CH3:21])[CH:18]=4)[N:13]([CH2:24][CH2:25][N:43]4[CH2:48][CH2:47][CH:46]([CH2:49][CH2:50][OH:51])[CH2:45][CH2:44]4)[CH:12]=3)=[CH:10][C:3]=12 |f:1.2.3|. Procedure details: A suspension of 0.280 g of 4-chloro-2-[1-(2-iodoethyl)-5,6-dimethoxy-1H-indol-3-yl]-1-(toluene-4-sulfonyl)-1H-pyrrolo[2,3-b]pyridine, 0.061 g of potassium carbonate and 0.114 g of 2-piperidin-4-ylethanol in 30 ml of acetonitrile is brought to a temperature in the region of 60° C. After heating at this temperature for approximately 5 hours, 0.061 g of potassium carbonate and 0.114 g of 2-piperidin-4-ylethanol are again added and the mixture is agitated at this temperature for approximately 2 hour... The product is CCCN1CCN(c2ncc3c(=O)c(C(=O)O)cn(CC)c3n2)CC1. RXN SMILES: [CH2:20]([N:21]1[CH2:22][CH2:23][NH:24][CH2:25][CH2:26]1)[CH2:27][CH3:28].[CH2:29]([CH2:30][CH3:31])[N:32]1[CH2:33][CH2:34][N:35]([c:38]2[n:39][cH:40][c:41]3[c:42]([n:43]2)[n:44]([CH2:54][CH3:55])[cH:45][c:46]([C:49](=[O:50])[O:51][CH2:52][CH3:53])[c:47]3=[O:48])[CH2:36][CH2:37]1.[CH:56]([Cl:57])([Cl:58])[Cl:59].[Cl:1][c:2]1[n:3][cH:4][c:5]2[c:6](=[O:7])[c:8]([C:9]([O:10][CH2:11][CH3:12])=[O:13])[cH:14][n:15]([CH2:16][CH3:17])[c:18]2[n:19]1>>[CH2:29]([CH2:30][CH3:31])[N:32]1[CH2:33][CH2:34][N:35]([c:38]2[n:39][cH:40][c:41]3[c:42]([n:43]2)[n:44]([CH2:54][CH3:55])[cH:45][c:46]([C:49](=[O:50])[OH:51])[c:47]3=[O:48])[CH2:36][CH2:37]1. Starting materials: CCCN1CCNCC1, CCCN1CCN(c2ncc3c(=O)c(C(=O)OCC)cn(CC)c3n2)CC1, ClC(Cl)Cl, CCOC(=O)c1cn(CC)c2nc(Cl)ncc2c1=O. The reactants are C(C1=CC=CC=C1)N1C(C2=CC=C(C=C2C=C1CCCCC(=O)OC)Br)=O (methyl 5-(2-benzyl-6-bromo-1-oxo-1,2-dihydroisoquinolin-3-yl)pentanoate), FC1=CC=C(C=C1)[C@@H](C)N ((R)-1-(4-fluorophenyl)ethylamine), C1CCOC1 (THF), C1CCC2=NCCCN2CC1 (DBU). The reagents and catalysts are CC(=O)[O-].CC(=O)[O-].[Pd+2] (Pd(OAc)2), [C-]#[O+].[C-]#[O+].[C-]#[O+].[C-]#[O+].[C-]#[O+].[C-]#[O+].[Mo] (molybdenum hexacarbonyl). Reaction conditions: temperature 150 celsius, time 30 minute. Product: C(C1=CC=CC=C1)N1C(C2=CC=C(C=C2C=C1CCCCC(=O)OC)C(N[C@H](C)C1=CC=C(C=C1)F)=O)=O ((R)-methyl 5-(2-benzyl-6-((1-(4-fluorophenyl)ethyl)carbamoyl)-1-oxo-1,2-dihydroisoquinolin-3-yl)pentanoate). RXN SMILES: C1CCN2C(=NCCC2)CC1.[CH2:12]([N:19]1[C:28]([CH2:29][CH2:30][CH2:31][CH2:32][C:33]([O:35][CH3:36])=[O:34])=[CH:27][C:26]2[C:21](=[CH:22][CH:23]=[C:24](Br)[CH:25]=2)[C:20]1=[O:38])[C:13]1[CH:18]=[CH:17][CH:16]=[CH:15][CH:14]=1.[F:39][C:40]1[CH:45]=[CH:44][C:43]([C@H:46]([NH2:48])[CH3:47])=[CH:42][CH:41]=1.C1C[O:52][CH2:51]C1>CC([O-])=O.CC([O-])=O.[Pd+2].[C-]#[O+].[C-]#[O+].[C-]#[O+].[C-]#[O+].[C-]#[O+].[C-]#[O+].[Mo]>[CH2:12]([N:19]1[C:28]([CH2:29][CH2:30][CH2:31][CH2:32][C:33]([O:35][CH3:36])=[O:34])=[CH:27][C:26]2[C:21](=[CH:22][CH:23]=[C:24]([C:51](=[O:52])[NH:48][C@@H:46]([C:43]3[CH:44]=[CH:45][C:40]([F:39])=[CH:41][CH:42]=3)[CH3:47])[CH:25]=2)[C:20]1=[O:38])[C:13]1[CH:18]=[CH:17][CH:16]=[CH:15][CH:14]=1 |f:4.5.6,7.8.9.10.11.12.13|. Procedure: DBU (4.50 equiv.) was added to a stirred, capped mixture of methyl 5-(2-benzyl-6-bromo-1-oxo-1,2-dihydroisoquinolin-3-yl)pentanoate (1 eq), Pd(OAc)2 (0.05 equiv.), molybdenum hexacarbonyl (1.0 equiv.) and (R)-1-(4-fluorophenyl)ethylamine (1.20 equiv.) in THF (0.2 M) and the mixture was stirred at 150° C. for 30 min. in a microwave. The mixture was purified by preparative TLC [1 mm] eluting with 50% EtOAc/hexanes to afford (R)-methyl 5-(2-benzyl-6-((1-(4-fluorophenyl)ethyl)carbamoyl)-1-oxo-1,2-di... Starting materials: ClC=1C=CC(=C(N)C1)N1CCOCC1 (5-chloro-2-morpholinoaniline), C(CCC)N=C=S (n-butyl isothiocyanate). Solvent: C(C)O (ethanol). The product is C(CCC)NC(=S)NC1=C(C=CC(=C1)Cl)N1CCOCC1 (1-(n-butyl)-3-(5-chloro-2-morpholinophenyl)thiourea). Reaction SMILES: [Cl:1][C:2]1[CH:3]=[CH:4][C:5]([N:9]2[CH2:14][CH2:13][O:12][CH2:11][CH2:10]2)=[C:6]([CH:8]=1)[NH2:7].[CH2:15]([N:19]=[C:20]=[S:21])[CH2:16][CH2:17][CH3:18]>C(O)C>[CH2:15]([NH:19][C:20]([NH:7][C:6]1[CH:8]=[C:2]([Cl:1])[CH:3]=[CH:4][C:5]=1[N:9]1[CH2:10][CH2:11][O:12][CH2:13][CH2:14]1)=[S:21])[CH2:16][CH2:17][CH3:18]. Procedure: Reaction of 5-chloro-2-morpholinoaniline (2.8 g) (2.8 g) with n-butyl isothiocyanate (1.5 g) in ethanol (20 ml) at room temperature for 60 days yielded 1-(n-butyl)-3-(5-chloro-2-morpholinophenyl)thiourea (m.p. 150°-152° C.). Starting materials: ClC1=C(C=C2CC(C(C2=C1Cl)O)(C(C)C)C)OCC(=O)N ([6,7-dichloro-1-hydroxy-2-methyl-2-(i-propyl)-indan-5-yl]oxyacetamide), C(C(=O)OCC)(=O)OCC.CC(C)([O-])C.[K+] (diethyl oxalate potassium t-butoxide). The product is ClC1=C(C=C2CC(C(C2=C1Cl)O)(C(C)C)C)OC1=C(C(NC1=O)=O)O (4-[6,7-dichloro-1-hydroxy-2-methyl-2-(i-propyl)indan-5-yloxy]-3-hydroxy-3-pyrroline-2,5-dione). Reaction SMILES: [Cl:1][C:2]1[C:10]([Cl:11])=[C:9]2[C:5]([CH2:6][C:7]([CH3:16])([CH:13]([CH3:15])[CH3:14])[CH:8]2[OH:12])=[CH:4][C:3]=1[O:17][CH2:18][C:19]([NH2:21])=[O:20].[C:22](OCC)(=[O:28])[C:23](OCC)=[O:24].CC(C)([O-])C.[K+]>>[Cl:1][C:2]1[C:10]([Cl:11])=[C:9]2[C:5]([CH2:6][C:7]([CH3:16])([CH:13]([CH3:14])[CH3:15])[CH:8]2[OH:12])=[CH:4][C:3]=1[O:17][C:18]1[C:19](=[O:20])[NH:21][C:23](=[O:24])[C:22]=1[OH:28] |f:1.2.3|. Procedure details: When [6,7-dichloro-1-hydroxy-2-methyl-2-(i-propyl)-indan-5-yl]oxyacetamide is utilized as starting material in the reaction with diethyl oxalate/potassium t-butoxide there is obtained 4-[6,7-dichloro-1-hydroxy-2-methyl-2-(i-propyl)indan-5-yloxy]-3-hydroxy-3-pyrroline-2,5-dione. Where [6,7-dichloro-2-ethyl-1-hydroxy-2-(n-propyl)indan-5-yl]oxyacetamide is utilized as starting material in this reaction there is obtained 4-[6,7-dichloro-2-ethyl-1-hydroxy-2-(n-propyl)indan-5-yloxy]-3-hydroxy-3-pyrrol... Procedure details: 2-(methylsulfonyl)-4-(1-tosyl-5-(trifluoromethyl)-1H-pyrrolo[2,3-b]pyridin-3-yl)pyrimidine-5-carbonitrile (50 mg, 0.096 mmol) was heated with benzylamine (21 uL, 0.19 mmol, 2.0 Eq.) and DIPEA (50 uL, 0.29 mmol, 3.0 Eq.) in THF (2 mL) under microwave conditions at 100° C. for 10 minutes. The reaction was concentrated and the residue dissolved in THF (5 mL). LiOH.H2O (20 mg, 0.48 mmol, 5.0 Eq.) in water (1 mL) was added and the reaction stirred for 1 hour. The reaction mixture was concentrated and... The solvent is O (water), C1CCOC1 (THF). Yields the product C(C1=CC=CC=C1)NC1=NC=C(C(=N1)C1=CNC2=NC=C(C=C21)C(F)(F)F)C#N (2-(benzylamino)-4-(5-(trifluoromethyl)-1H-pyrrolo[2,3-b]pyridin-3-yl)pyrimidine-5-carbonitrile). Starting materials: O[Li].O (LiOH.H2O), CS(=O)(=O)C1=NC=C(C(=N1)C1=CN(C2=NC=C(C=C21)C(F)(F)F)S(=O)(=O)C2=CC=C(C)C=C2)C#N (2-(methylsulfonyl)-4-(1-tosyl-5-(trifluoromethyl)-1H-pyrrolo[2,3-b]pyridin-3-yl)pyrimidine-5-carbonitrile), C(C1=CC=CC=C1)N (benzylamine), CCN(C(C)C)C(C)C (DIPEA). Reaction SMILES: CS([C:5]1[N:10]=[C:9]([C:11]2[C:19]3[C:14](=[N:15][CH:16]=[C:17]([C:20]([F:23])([F:22])[F:21])[CH:18]=3)[N:13](S(C3C=CC(C)=CC=3)(=O)=O)[CH:12]=2)[C:8]([C:34]#[N:35])=[CH:7][N:6]=1)(=O)=O.[CH2:36]([NH2:43])[C:37]1[CH:42]=[CH:41][CH:40]=[CH:39][CH:38]=1.CCN(C(C)C)C(C)C.O[Li].O>C1COCC1.O>[CH2:36]([NH:43][C:5]1[N:10]=[C:9]([C:11]2[C:19]3[C:14](=[N:15][CH:16]=[C:17]([C:20]([F:21])([F:23])[F:22])[CH:18]=3)[NH:13][CH:12]=2)[C:8]([C:34]#[N:35])=[CH:7][N:6]=1)[C:37]1[CH:42]=[CH:41][CH:40]=[CH:39][CH:38]=1 |f:3.4|. Reaction conditions: time 1 hour.